The task is: describe an organic reaction: reactants, conditions, products, and yield. This data is from the Open Reaction Database (ORD), a public repository of structured organic reaction records. Reactants: BrC1=CSC2=C1C=CC=C2 (3-bromo-benzothiophene), COC1=C(C=CC=C1)N1CCN(CC1)C1CCNCC1 (4-(4-(2-methoxyphenyl)piperazin-1-yl)piperidine), CC(C)([O-])C.[Na+] (sodium tert-butoxide), C1(CCCCC1)P(C1=C(C=CC=C1)C1=C(C=CC=C1)N(C)C)C1CCCCC1 (2-dicyclohexylphosphino-2′-(N,N-dimethylamino)-biphenyl). Reagents/catalysts: C=1C=CC(=CC1)/C=C/C(=O)/C=C/C2=CC=CC=C2.C=1C=CC(=CC1)/C=C/C(=O)/C=C/C2=CC=CC=C2.C=1C=CC(=CC1)/C=C/C(=O)/C=C/C2=CC=CC=C2.[Pd].[Pd] (tris-(dibenzylideneacetone)dipalladium(0)). Run in O1CCCC1 (tetrahydrofuran). Product: S1C=C(C2=C1C=CC=C2)N2CCC(CC2)N2CCN(CC2)C2=C(C=CC=C2)OC (1-[1-(1-benzothien-3-yl)-4-piperidinyl]-4-(2-methoxyphenyl)piperazine). Reaction SMILES: Br[C:2]1[C:6]2[CH:7]=[CH:8][CH:9]=[CH:10][C:5]=2[S:4][CH:3]=1.[CH3:11][O:12][C:13]1[CH:18]=[CH:17][CH:16]=[CH:15][C:14]=1[N:19]1[CH2:24][CH2:23][N:22]([CH:25]2[CH2:30][CH2:29][NH:28][CH2:27][CH2:26]2)[CH2:21][CH2:20]1.CC(C)([O-])C.[Na+].C1(P(C2CCCCC2)C2C=CC=CC=2C2C=CC=CC=2N(C)C)CCCCC1>O1CCCC1.C1C=CC(/C=C/C(/C=C/C2C=CC=CC=2)=O)=CC=1.C1C=CC(/C=C/C(/C=C/C2C=CC=CC=2)=O)=CC=1.C1C=CC(/C=C/C(/C=C/C2C=CC=CC=2)=O)=CC=1.[Pd].[Pd]>[S:4]1[C:5]2[CH:10]=[CH:9][CH:8]=[CH:7][C:6]=2[C:2]([N:28]2[CH2:27][CH2:26][CH:25]([N:22]3[CH2:23][CH2:24][N:19]([C:14]4[CH:15]=[CH:16][CH:17]=[CH:18][C:13]=4[O:12][CH3:11])[CH2:20][CH2:21]3)[CH2:30][CH2:29]2)=[CH:3]1 |f:2.3,6.7.8.9.10|. Procedure: A solution of 3-bromo-benzothiophene (commercially available, 0.232 g) and 4-(4-(2-methoxyphenyl)piperazin-1-yl)piperidine (Step 2, 0.30 g) in tetrahydrofuran was added sodium tert-butoxide (0.15 g), tris-(dibenzylideneacetone)dipalladium(0) (Pd2(dba)3, 0.10 g) and 2-dicyclohexylphosphino-2′-(N,N-dimethylamino)-biphenyl (CYMAP, 0.01 g). The reaction was heated at reflux for 24 hours. It was then cooled and filtered through celite. The filtrate was evaporated and purified by flash chromatography ... Starting materials: C(C1=CC=CC=C1)N1C=NC=2N(C(NC(C12)=O)=O)C (7-Benzyl-3-methylxanthine), 1-bromo- or 1-chloropropane, CN1C(NC(C=2N(C=NC12)CCC)=O)=O (3-methyl-7-propylxanthine), tertiary alcohol, CN1C(N(C(C=2N(C=NC12)CCC)=O)CCCC=C(C)C)=O (3-methyl-1-(5-methyl-4-hexenyl)-7-propylxanthine). Product: OC(CCCCN1C(=O)N(C=2N=CN(C2C1=O)CCC)C)(C)C (1-(5-Hydroxy-5-methylhexyl)-3-methyl-7-propylxanthine). RXN SMILES: C(N1C2C(=[O:17])NC(=O)N(C)C=2N=C1)C1C=CC=CC=1.CN1C2N=CN(CCC)C=2C(=O)NC1=O.[CH3:35][N:36]1[C:44]2[N:43]=[CH:42][N:41]([CH2:45][CH2:46][CH3:47])[C:40]=2[C:39](=[O:48])[N:38]([CH2:49][CH2:50][CH2:51][CH:52]=[C:53]([CH3:55])[CH3:54])[C:37]1=[O:56]>>[OH:17][C:53]([CH3:55])([CH3:54])[CH2:52][CH2:51][CH2:50][CH2:49][N:38]1[C:39](=[O:48])[C:40]2[N:41]([CH2:45][CH2:46][CH3:47])[CH:42]=[N:43][C:44]=2[N:36]([CH3:35])[C:37]1=[O:56]. Procedure details: The same compound was obtained, inter alia, by alkylation of the compound of Example 6 with 1-bromo- or 1-chloropropane analogously to Example 3, by reaction of 3-methyl-7-propylxanthine with the tertiary alcohol of Example 1a analogously to Example 2, or by acid-catalyzed hydration of 3-methyl-1-(5-methyl-4-hexenyl)-7-propylxanthine analogously to Example 14 below. Starting materials: N1=C(C=CC=C1)C=O (2-pyridinecarboxaldehyde), CN1CCNCC1 (N-methylpiperazine), [C-]#N.[K+] (potassium cyanide). Yields the product CN1CCN(CC1)C(C#N)C1=NC=CC=C1 (2-(4-methylpiperazino)-2-(2-pyridyl)acetonitrile). Reaction SMILES: [N:1]1[CH:6]=[CH:5][CH:4]=[CH:3][C:2]=1[CH:7]=O.[CH3:9][N:10]1[CH2:15][CH2:14][NH:13][CH2:12][CH2:11]1.[C-:16]#[N:17].[K+]>>[CH3:9][N:10]1[CH2:15][CH2:14][N:13]([CH:7]([C:2]2[CH:3]=[CH:4][CH:5]=[CH:6][N:1]=2)[C:16]#[N:17])[CH2:12][CH2:11]1 |f:2.3|. Reported procedure: By the procedure of Example 23, 2-pyridinecarboxaldehyde is reacted with N-methylpiperazine and potassium cyanide to give 2-(4-methylpiperazino)-2-(2-pyridyl)acetonitrile. Reactants: C1CCOC1, CNC, COc1cc(NC(=O)C(C)(C)C)ccc1C(=O)Cl, O. Product: COc1cc(NC(=O)C(C)(C)C)ccc1C(=O)N(C)C. As a reaction SMILES: [CH2:23]1[O:24][CH2:25][CH2:26][CH2:27]1.[CH3:19][NH:20][CH3:21].[CH3:1][O:2][c:3]1[c:4]([C:5](=[O:6])[Cl:7])[cH:8][cH:9][c:10]([NH:12][C:13]([C:14]([CH3:15])([CH3:16])[CH3:17])=[O:18])[cH:11]1.[OH2:22]>>[CH3:1][O:2][c:3]1[c:4]([C:5](=[O:6])[N:20]([CH3:19])[CH3:21])[cH:8][cH:9][c:10]([NH:12][C:13]([C:14]([CH3:15])([CH3:16])[CH3:17])=[O:18])[cH:11]1. Reactants: C=CCC1(C)CC(c2cccc(Cl)c2)C(c2ccc(Cl)cc2)N(C(CC)CN2CCNCC2)C1=O, CC(=O)Cl, CCN(C(C)C)C(C)C. Product: C=CCC1(C)CC(c2cccc(Cl)c2)C(c2ccc(Cl)cc2)N(C(CC)CN2CCN(C(C)=O)CC2)C1=O. RXN SMILES: [CH2:1]([CH:2]=[CH2:3])[C:4]1([CH3:35])[C:5](=[O:34])[N:6]([CH:24]([CH2:25][N:26]2[CH2:27][CH2:28][NH:29][CH2:30][CH2:31]2)[CH2:32][CH3:33])[CH:7]([c:17]2[cH:18][cH:19][c:20]([Cl:23])[cH:21][cH:22]2)[CH:8]([c:10]2[cH:11][c:12]([Cl:16])[cH:13][cH:14][cH:15]2)[CH2:9]1.[CH3:36][C:37]([Cl:38])=[O:39].[CH:40]([N:41]([CH:42]([CH3:43])[CH3:44])[CH2:45][CH3:46])([CH3:47])[CH3:48]>>[CH2:1]([CH:2]=[CH2:3])[C:4]1([CH3:35])[C:5](=[O:34])[N:6]([CH:24]([CH2:25][N:26]2[CH2:27][CH2:28][N:29]([C:37]([CH3:36])=[O:39])[CH2:30][CH2:31]2)[CH2:32][CH3:33])[CH:7]([c:17]2[cH:18][cH:19][c:20]([Cl:23])[cH:21][cH:22]2)[CH:8]([c:10]2[cH:11][c:12]([Cl:16])[cH:13][cH:14][cH:15]2)[CH2:9]1.